From a dataset of the Open Reaction Database (ORD), a public repository of structured organic reaction records. describe an organic reaction: reactants, conditions, products, and yield The product is Cl.C1NCC2=CC(=CC=C12)N1C(CCC1)=O (1-(2,3-Dihydro-1H-isoindol-5-yl)-pyrrolidin-2-one hydrochloride). Reactants: C(C)(C)(C)OC(=O)N1CC2=CC=C(C=C2C1)N1C(CCC1)=O (5-(2-oxo-pyrrolidin-1-yl)-1,3-dihydro-isoindole-2-carboxylic acid tert-butyl ester), Cl (hydrochloric acid). Procedure: Prepared in analogy to Example A3(e) from 5-(2-oxo-pyrrolidin-1-yl)-1,3-dihydro-isoindole-2-carboxylic acid tert-butyl ester and hydrochloric acid. Off-white solid. MS (m/e): 203.4 ([M+H]+, 100%). As a reaction SMILES: C(OC([N:8]1[CH2:16][C:15]2[C:10](=[CH:11][CH:12]=[C:13]([N:17]3[CH2:21][CH2:20][CH2:19][C:18]3=[O:22])[CH:14]=2)[CH2:9]1)=O)(C)(C)C.[ClH:23]>>[ClH:23].[CH2:9]1[C:10]2[C:15](=[CH:14][C:13]([N:17]3[CH2:21][CH2:20][CH2:19][C:18]3=[O:22])=[CH:12][CH:11]=2)[CH2:16][NH:8]1 |f:2.3|. Reactants: CN(S(=O)(=O)N(C)S(=O)(=O)NC(OC1=CC=CC=C1)=O)C (phenyl N-[(N-dimethylsulfamoyl-N-methylamino)sulfonyl]carbamate), CC1=NNC(C1)C=1SC=CC1 (3-methyl-5-(2-thienyl)-2-pyrazoline). Solvent: C1=CC=CC=C1 (benzene). Product: CN(S(=O)(=O)N(C)S(=O)(=O)NC(=O)N1N=C(CC1C=1SC=CC1)C)C (1-[(N-dimethylsulfamoyl-N-methylamino)sulfonylcarbamoyl]-3-methyl-5-(2-thienyl)-2-pyrazoline). Isolated yield 76.7%. Reaction SMILES: [CH3:1][N:2]([CH3:21])[S:3]([N:6]([S:8]([NH:11][C:12](=[O:20])OC1C=CC=CC=1)(=[O:10])=[O:9])[CH3:7])(=[O:5])=[O:4].[CH3:22][C:23]1[CH2:27][CH:26]([C:28]2[S:29][CH:30]=[CH:31][CH:32]=2)[NH:25][N:24]=1>C1C=CC=CC=1>[CH3:21][N:2]([CH3:1])[S:3]([N:6]([S:8]([NH:11][C:12]([N:25]1[CH:26]([C:28]2[S:29][CH:30]=[CH:31][CH:32]=2)[CH2:27][C:23]([CH3:22])=[N:24]1)=[O:20])(=[O:9])=[O:10])[CH3:7])(=[O:4])=[O:5]. Reported procedure: A mixture comprising 1.69 g (5.0 mmol) of phenyl N-[(N-dimethylsulfamoyl-N-methylamino)sulfonyl]carbamate, 0.58 g (3.5 mmol) of 3-methyl-5-(2-thienyl)-2-pyrazoline and 10 ml of dry benzene, was refluxed for 10 minutes. The mixture was left to cool, and then benzene was distilled off under reduced pressure. The obtained residue was washed with n-hexane. Then, the residue was stirred together with diethyl ether. The precipitated crystalline product was isolated by suction filtration and then washe... As a reaction SMILES: Cl.Cl.[CH3:3][O:4][C:5](=[O:55])[C@@H:6]([NH:22][C:23]([C@@H:25]1[CH2:34][C:33]2[CH:32]=[C:31]3[O:35][CH2:36][C@H:37]([C:39]4[CH:44]=[CH:43][C:42]([O:45][CH2:46][C:47]5[CH:52]=[CH:51][C:50]([Cl:53])=[C:49]([Cl:54])[CH:48]=5)=[CH:41][CH:40]=4)[O:38][C:30]3=[CH:29][C:28]=2[CH2:27][NH:26]1)=[O:24])[CH2:7][C:8]1[CH:13]=[CH:12][C:11]([C:14]2[CH:19]=[CH:18][N:17]=[C:16]([CH3:20])[C:15]=2[CH3:21])=[CH:10][CH:9]=1>C(Cl)Cl>[CH3:3][O:4][C:5](=[O:55])[C@@H:6]([NH:22][C:23]([C@@H:25]1[CH2:34][C:33]2[CH:32]=[C:31]3[O:35][CH2:36][C@H:37]([C:39]4[CH:44]=[CH:43][C:42]([O:45][CH2:46][C:47]5[CH:52]=[CH:51][C:50]([Cl:53])=[C:49]([Cl:54])[CH:48]=5)=[CH:41][CH:40]=4)[O:38][C:30]3=[CH:29][C:28]=2[CH2:27][NH:26]1)=[O:24])[CH2:7][C:8]1[CH:13]=[CH:12][C:11]([C:14]2[CH:19]=[CH:18][N:17]=[C:16]([CH3:20])[C:15]=2[CH3:21])=[CH:10][CH:9]=1 |f:0.1.2|. Procedure: (S)-2-({(3S,8S)-3-[4-(3,4-Dichloro-benzyloxy)-phenyl]-2,3,6,7,8,9-hexahydro-[1,4]dioxino[2,3-g]isoquinoline-8-carbonyl}-amino)-3-[4-(2,3-dimethyl-pyridin-4-yl)-phenyl]-propionic acid methyl ester bis hydrochloride (245 mg) was dissolved in DCM and the resulting solution was washed with aqueous Na2CO3. The organic layer was dried and evaporated to provide 208 mg of (S)-2-({(3S,8S)-3-[4-(3,4-dichloro-benzyloxy)-phenyl]-2,3,6,7,8,9-hexahydro-[1,4]dioxino[2,3-g]isoquinoline-8-carbonyl}-amino)-3-[4-(... Isolated yield 93.1%. The solvent is C(Cl)Cl (DCM). Reactants: Cl.Cl.COC([C@H](CC1=CC=C(C=C1)C1=C(C(=NC=C1)C)C)NC(=O)[C@H]1NCC=2C=C3C(=CC2C1)OC[C@@H](O3)C3=CC=C(C=C3)OCC3=CC(=C(C=C3)Cl)Cl)=O ((S)-2-({(3S,8S)-3-[4-(3,4-Dichloro-benzyloxy)-phenyl]-2,3,6,7,8,9-hexahydro-[1,4]dioxino[2,3-g]isoquinoline-8-carbonyl}-amino)-3-[4-(2,3-dimethyl-pyridin-4-yl)-phenyl]-propionic acid methyl ester bis hydrochloride). Product: COC([C@H](CC1=CC=C(C=C1)C1=C(C(=NC=C1)C)C)NC(=O)[C@H]1NCC=2C=C3C(=CC2C1)OC[C@@H](O3)C3=CC=C(C=C3)OCC3=CC(=C(C=C3)Cl)Cl)=O ((S)-2-({(3S,8S)-3-[4-(3,4-dichloro-benzyloxy)-phenyl]-2,3,6,7,8,9-hexahydro-[1,4]dioxino[2,3-g]isoquinoline-8-carbonyl}-amino)-3-[4-(2,3-dimethyl-pyridin-4-yl)-phenyl]-propionic acid methyl ester). As a reaction SMILES: [C:12](#[N:13])[c:14]1[cH:15][cH:16][c:17]([C:18](=[O:19])[Cl:20])[cH:21][cH:22]1.[CH2:26]1[O:27][CH2:28][CH2:29][CH2:30]1.[Cl:23][CH2:24][Cl:25].[NH2:1][c:2]1[cH:3][cH:4][c:5]([Cl:11])[c:6]([C:7](=[O:8])[OH:9])[cH:10]1>>[NH:1]([c:2]1[cH:3][cH:4][c:5]([Cl:11])[c:6]([C:7](=[O:8])[OH:9])[cH:10]1)[C:18]([c:17]1[cH:16][cH:15][c:14]([C:12]#[N:13])[cH:22][cH:21]1)=[O:19]. Product: N#Cc1ccc(C(=O)Nc2ccc(Cl)c(C(=O)O)c2)cc1. The reactants are N#Cc1ccc(C(=O)Cl)cc1, C1CCOC1, ClCCl, Nc1ccc(Cl)c(C(=O)O)c1.